From a dataset of the Open Reaction Database (ORD), a public repository of structured organic reaction records. describe an organic reaction: reactants, conditions, products, and yield Starting materials: Cc1ccsc1C(=O)O, O=C(Cl)C(=O)Cl, ClCCl, O, Cl[Sn](Cl)(Cl)Cl, O=C1c2ccccc2C(=O)N1n1cccc1. The product is Cc1ccsc1C(=O)c1cccn1N1C(=O)c2ccccc2C1=O. As a reaction SMILES: [CH3:1][c:2]1[c:3]([C:7](=[O:8])[OH:9])[s:4][cH:5][cH:6]1.[Cl:10][C:11]([C:12]([Cl:13])=[O:14])=[O:15].[Cl:37][CH2:38][Cl:39].[OH2:40].[Sn:16]([Cl:17])([Cl:18])([Cl:19])[Cl:20].[n:21]1([N:26]2[C:27](=[O:36])[c:28]3[cH:29][cH:30][cH:31][cH:32][c:33]3[C:34]2=[O:35])[cH:22][cH:23][cH:24][cH:25]1>>[CH3:1][c:2]1[c:3]([C:7](=[O:9])[c:22]2[n:21]([N:26]3[C:27](=[O:36])[c:28]4[cH:29][cH:30][cH:31][cH:32][c:33]4[C:34]3=[O:35])[cH:25][cH:24][cH:23]2)[s:4][cH:5][cH:6]1. Starting materials: CCN(C(C)C)C(C)C, O=C(Cl)OCc1ccccc1, ClCCl, OCC1CCCNC1. Product: O=C(OCc1ccccc1)N1CCCC(CO)C1. As a reaction SMILES: [CH2:20]([N:21]([CH:22]([CH3:23])[CH3:24])[CH:25]([CH3:26])[CH3:27])[CH3:28].[Cl:1][C:2](=[O:3])[O:4][CH2:5][c:6]1[cH:7][cH:8][cH:9][cH:10][cH:11]1.[Cl:29][CH2:30][Cl:31].[OH:12][CH2:13][CH:14]1[CH2:15][NH:16][CH2:17][CH2:18][CH2:19]1>>[C:2](=[O:3])([O:4][CH2:5][c:6]1[cH:7][cH:8][cH:9][cH:10][cH:11]1)[N:16]1[CH2:15][CH:14]([CH2:13][OH:12])[CH2:19][CH2:18][CH2:17]1. Starting materials: CN1CC(=O)N=C1N (Creatinine), N (ammonia), CN1CC(=O)N=C1N (creatinine), N (ammonia), O=C(C(=O)O)CCC(=O)O (α-ketoglutaric acid). The product is N[C@@H](CCC(=O)O)C(=O)O (glutamic acid). Reaction SMILES: C[N:2]1C(N)=NC(=O)C1.N.O=[C:11]([CH2:15][CH2:16][C:17]([OH:19])=[O:18])[C:12]([OH:14])=[O:13]>>[NH2:2][C@H:11]([C:12]([OH:14])=[O:13])[CH2:15][CH2:16][C:17]([OH:19])=[O:18]. Procedure details: Creatinine is catalytically hydrolyzed to ammonia by the enzymatic activity of an unknown creatinine iminohydrolase enzyme sample, and the resultant ammonia reacts with the reagent α-ketoglutaric acid in the presence of GDH as catalyst to produce glutamic acid. The latter reaction catalyzed by GDH concomitantly converts NADPH to NADP, the disappearance of the NADPH absorption peak at 340 nm providing the spectroscopically detectable means for monitoring the assay. That is, the NADPH disappearanc... Starting materials: C(C)OC(=O)C=1C(=NC2=CC(=C(C=C2C1)F)F)N(CCC(=O)OCC)C1CC1 (3-ethoxycarbonyl-6,7-difluoro-2-[N-cyclopropyl-N-(β-ethoxycarbonylethyl)amino]quinoline), CC[O-].[Na+] (sodium ethylate), O (water), C(C)(=O)O (acetic acid). The solvent is C(C)O (ethanol), C(C)O (ethanol). Reaction conditions: temperature 20 celsius. Yields the product C(C)OC(=O)C1C(C=2C=C3C(=NC2N(C1)C1CC1)C=C(C(=C3)F)F)=O (3-ethoxycarbonyl-7,8-difluoro-1-cyclopropyl-4-oxo-1,2,3,4-tetrahydrobenzo[b][1,8]naphthyridine). As a reaction SMILES: C(O[C:4]([C:6]1[C:7]([N:18]([CH:26]2[CH2:28][CH2:27]2)[CH2:19][CH2:20][C:21]([O:23][CH2:24][CH3:25])=[O:22])=[N:8][C:9]2[C:14]([CH:15]=1)=[CH:13][C:12]([F:16])=[C:11]([F:17])[CH:10]=2)=[O:5])C.CC[O-].[Na+].C(O)(=O)C.O>C(O)C>[CH2:24]([O:23][C:21]([CH:20]1[CH2:19][N:18]([CH:26]2[CH2:28][CH2:27]2)[C:7]2[N:8]=[C:9]3[CH:10]=[C:11]([F:17])[C:12]([F:16])=[CH:13][C:14]3=[CH:15][C:6]=2[C:4]1=[O:5])=[O:22])[CH3:25] |f:1.2|. Procedure details: A solution of 3-ethoxycarbonyl-6,7-difluoro-2-[N-cyclopropyl-N-(β-ethoxycarbonylethyl)amino]quinoline in 20 cm3 of absolute ethanol is added in the course of 60 minutes to a solution of 1.6 g of sodium ethylate brought to reflux in 40 cm3 of absolute ethanol. The solution obtained is stirred under reflux for a further 60 minutes. 2.6 cm3 of glacial acetic acid are then introduced in the course of 10 minutes. The reaction mixture is stirred for a further 15 minutes and, with the mixture still ref... The reactants are NC1=C(C=CC=C1)NC(C1=CC=C(C=C1)CN1C(C2=CC=CC(=C2C1)Br)=O)=O (N-(2-aminophenyl)-4-((4-bromo-1-oxoisoindolin-2-yl)methyl)benzamide), FC=1C=C(C=CC1OC)B(O)O (3-fluoro-4-methoxyphenyl boronic acid). The product is NC1=C(C=CC=C1)NC(C1=CC=C(C=C1)CN1C(C2=CC=CC(=C2C1)C1=CC(=C(C=C1)OC)F)=O)=O (N-(2-aminophenyl)-4-((4-(3-fluoro-4-methoxyphenyl)-1-oxoisoindolin-2-yl)methyl)benzamide). Isolated yield 51.0%. As a reaction SMILES: [NH2:1][C:2]1[CH:7]=[CH:6][CH:5]=[CH:4][C:3]=1[NH:8][C:9](=[O:28])[C:10]1[CH:15]=[CH:14][C:13]([CH2:16][N:17]2[CH2:25][C:24]3[C:19](=[CH:20][CH:21]=[CH:22][C:23]=3Br)[C:18]2=[O:27])=[CH:12][CH:11]=1.[F:29][C:30]1[CH:31]=[C:32](B(O)O)[CH:33]=[CH:34][C:35]=1[O:36][CH3:37]>>[NH2:1][C:2]1[CH:7]=[CH:6][CH:5]=[CH:4][C:3]=1[NH:8][C:9](=[O:28])[C:10]1[CH:15]=[CH:14][C:13]([CH2:16][N:17]2[CH2:25][C:24]3[C:19](=[CH:20][CH:21]=[CH:22][C:23]=3[C:32]3[CH:33]=[CH:34][C:35]([O:36][CH3:37])=[C:30]([F:29])[CH:31]=3)[C:18]2=[O:27])=[CH:12][CH:11]=1. Procedure: The procedure of Example 2 was repeated except for using N-(2-aminophenyl)-4-((4-bromo-1-oxoisoindolin-2-yl)methyl)benzamide obtained in Example 9 instead of N-(2-aminophenyl)-4-((4-bromo-5,6-dimethoxy-1-oxoisoindolin-2-yl)methyl)benzamide, and 3-fluoro-4-methoxyphenyl boronic acid instead of phenyl boronic acid, to obtain the title compound (51%). The reactants are P(=O)(Cl)(Cl)Cl (phosphoryl chloride), C(C#C)O (prop-2-yn-1-ol), O1CCCC=C1 (dihydropyran). The solvent is ClCCl (DCM). Run at time 16 hour. Product: C(C#C)OC1OCCCC1 (2-Prop-2-ynyloxytetrahydropyran). Reaction SMILES: P(Cl)(Cl)(Cl)=O.[CH2:6]([OH:9])[C:7]#[CH:8].[O:10]1[CH:15]=[CH:14][CH2:13][CH2:12][CH2:11]1>ClCCl>[CH2:6]([O:9][CH:11]1[CH2:12][CH2:13][CH2:14][CH2:15][O:10]1)[C:7]#[CH:8]. Procedure: A solution of phosphoryl chloride (0.5 ml in 10 ml of dichloromethane [DCM])) was added with care to a solution of prop-2-yn-1-ol (7.00 g, 125 mmol) and dihydropyran (10.50 g, 125 mmol) in DCM (80 ml). The reaction mixture was stirred at room temperature for 16 h, washed with sodium hydrogen carbonate solution (3 times), dried (MgSO4) and the solvent removed in vacuo to yield a colorless oil. The crude product was purified by column chromatography [silica gel, eluted with hexane/ethyl acetate (4...